Dataset: the Open Reaction Database (ORD), a public repository of structured organic reaction records. Task: describe an organic reaction: reactants, conditions, products, and yield Starting materials: CCc1c(C(=O)C(N)=O)c2c(OCC(=O)OC)nc(SC)nc2n1Cc1ccccc1-c1ccccc1, CO, Cl, [Na+], [OH-]. Yields the product CCc1c(C(=O)C(N)=O)c2c(OCC(=O)O)nc(SC)nc2n1Cc1ccccc1-c1ccccc1. As a reaction SMILES: [CH3:1][O:2][C:3]([CH2:4][O:5][c:6]1[c:7]2[c:8]([n:9][c:10]([S:12][CH3:13])[n:11]1)[n:14]([CH2:24][c:25]1[c:26](-[c:31]3[cH:32][cH:33][cH:34][cH:35][cH:36]3)[cH:27][cH:28][cH:29][cH:30]1)[c:15]([CH2:22][CH3:23])[c:16]2[C:17]([C:18](=[O:19])[NH2:20])=[O:21])=[O:37].[CH3:41][OH:42].[ClH:40].[Na+:39].[OH-:38]>>[O:2]=[C:3]([CH2:4][O:5][c:6]1[c:7]2[c:8]([n:9][c:10]([S:12][CH3:13])[n:11]1)[n:14]([CH2:24][c:25]1[c:26](-[c:31]3[cH:32][cH:33][cH:34][cH:35][cH:36]3)[cH:27][cH:28][cH:29][cH:30]1)[c:15]([CH2:22][CH3:23])[c:16]2[C:17]([C:18](=[O:19])[NH2:20])=[O:21])[OH:37]. The reactants are compound 759, ClC=1C=C(CN(C(=O)C=2CN(C(C2O)=O)CCN2CCNCC2)C)C=CC1Cl (4-hydroxy-5-oxo-1-(2-piperazin-1-yl-ethyl)-2,5-dihydro-1H-pyrrole-3-carboxylic acid (3,4-dichloro-benzyl)-methyl-amide), O1N=CC=C1C(=O)Cl (isoxazole-5-carbonyl chloride). Yields the product ClC=1C=C(CN(C(=O)C=2CN(C(C2O)=O)CCN2CCN(CC2)C(=O)C2=CC=NO2)C)C=CC1Cl (4-Hydroxy-1-{2-[4-(isoxazole-5-carbonyl)-piperazin-1-yl]-ethyl}-5-oxo-2,5-dihydro-1H-pyrrole-3-carboxylic acid (3,4-dichloro-benzyl)-methyl-amide), solid. Isolated yield 22.0%. As a reaction SMILES: [Cl:1][C:2]1[CH:3]=[C:4]([CH:25]=[CH:26][C:27]=1[Cl:28])[CH2:5][N:6]([CH3:24])[C:7]([C:9]1[CH2:10][N:11]([CH2:16][CH2:17][N:18]2[CH2:23][CH2:22][NH:21][CH2:20][CH2:19]2)[C:12](=[O:15])[C:13]=1[OH:14])=[O:8].[O:29]1[C:33]([C:34](Cl)=[O:35])=[CH:32][CH:31]=[N:30]1>>[Cl:1][C:2]1[CH:3]=[C:4]([CH:25]=[CH:26][C:27]=1[Cl:28])[CH2:5][N:6]([CH3:24])[C:7]([C:9]1[CH2:10][N:11]([CH2:16][CH2:17][N:18]2[CH2:19][CH2:20][N:21]([C:34]([C:33]3[O:29][N:30]=[CH:31][CH:32]=3)=[O:35])[CH2:22][CH2:23]2)[C:12](=[O:15])[C:13]=1[OH:14])=[O:8]. Procedure details: Compound 763 was prepared from 4-hydroxy-5-oxo-1-(2-piperazin-1-yl-ethyl)-2,5-dihydro-1H-pyrrole-3-carboxylic acid (3,4-dichloro-benzyl)-methyl-amide and isoxazole-5-carbonyl chloride using the method described for compound 759. The title compound was purified by preparative HPLC (C18, ODS-A, S-75 μm, 10%–20%–30% acetonitrile/water/0.5% HCl) and isolated as a brown solid (0.0268 g, 22% yield). HRMS (M+H) calcd for C23H26N5Cl2O5: 522.13111. found: 522.1312. Starting materials: FC1=CC=C(C=C1)OC(N(C)[C@H]1CN(C[C@@H]1C1=CC(=C(C=C1)Cl)Cl)C(=O)C1CCNCC1)=O ([(3R,4S)-4-(3,4-Dichloro-phenyl)-1-(piperidine-4-carbonyl)-pyrrolidin-3-yl]-methyl-carbamic acid 4-fluoro-phenyl ester), ClC1=NC=C(C#N)C=C1 (6-chloronicotinonitrile), C(C)(C)N(C(C)C)CC (N,N-diisopropyl ethyl amine). The solvent is C(C)(=O)OCC (ethyl acetate), CN1C(CCC1)=O (N-methylpyrrolidinone). Reaction conditions: time 6 hour. Product: FC1=CC=C(C=C1)OC(N(C)[C@H]1CN(C[C@@H]1C1=CC(=C(C=C1)Cl)Cl)C(=O)C1CCN(CC1)C1=NC=C(C=C1)C#N)=O (rac-[(3R,4S)-1-(5′-Cyano-3,4,5,6-tetrahydro-2H-[1,2′]bipyridinyl-4-carbonyl)-4-(3,4-dichloro-phenyl)-pyrrolidin-3-yl]-methyl-carbamic acid 4-fluoro-phenyl ester). The yield is 87.2%. As a reaction SMILES: [F:1][C:2]1[CH:7]=[CH:6][C:5]([O:8][C:9](=[O:33])[N:10]([C@@H:12]2[C@@H:16]([C:17]3[CH:22]=[CH:21][C:20]([Cl:23])=[C:19]([Cl:24])[CH:18]=3)[CH2:15][N:14]([C:25]([CH:27]3[CH2:32][CH2:31][NH:30][CH2:29][CH2:28]3)=[O:26])[CH2:13]2)[CH3:11])=[CH:4][CH:3]=1.Cl[C:35]1[CH:42]=[CH:41][C:38]([C:39]#[N:40])=[CH:37][N:36]=1.C(N(CC)C(C)C)(C)C>CN1CCCC1=O.C(OCC)(=O)C>[F:1][C:2]1[CH:7]=[CH:6][C:5]([O:8][C:9](=[O:33])[N:10]([C@@H:12]2[C@@H:16]([C:17]3[CH:22]=[CH:21][C:20]([Cl:23])=[C:19]([Cl:24])[CH:18]=3)[CH2:15][N:14]([C:25]([CH:27]3[CH2:32][CH2:31][N:30]([C:35]4[CH:42]=[CH:41][C:38]([C:39]#[N:40])=[CH:37][N:36]=4)[CH2:29][CH2:28]3)=[O:26])[CH2:13]2)[CH3:11])=[CH:4][CH:3]=1. Reported procedure: A solution of [(3R,4S)-4-(3,4-Dichloro-phenyl)-1-(piperidine-4-carbonyl)-pyrrolidin-3-yl]-methyl-carbamic acid 4-fluoro-phenyl ester (50 mg, 0.10 mmol), 6-chloronicotinonitrile (21 mg, 0.15 mmol) in N-methylpyrrolidinone (0.5 mL) was treated with N,N-diisopropyl ethyl amine (52 μl, 0.30 mmol). The solution was stirred for 6 h at ambient temperature before it was diluted with ethyl acetate (15 mL) and washed with an aqueous solution of sodium carbonate (1 M, 15 mL). The organic layer was separate... The reactants are CCc1cnc(C2=NC(C)(C(C)C)C(=O)N2)c(C(=O)NCCCCCC(=O)OC)c1, Cl, [Na+], C1CCOC1, [OH-]. Product: CCc1cnc(C2=NC(C)(C(C)C)C(=O)N2)c(C(=O)NCCCCCC(=O)O)c1. RXN SMILES: [CH2:1]([CH3:2])[c:3]1[cH:4][n:5][c:6]([C:21]2=[N:25][C:24]([CH3:26])([CH:27]([CH3:28])[CH3:29])[C:23](=[O:30])[NH:22]2)[c:7]([C:8](=[O:9])[NH:10][CH2:11][CH2:12][CH2:13][CH2:14][CH2:15][C:16](=[O:17])[O:18][CH3:19])[cH:20]1.[ClH:33].[Na+:32].[O:34]1[CH2:35][CH2:36][CH2:37][CH2:38]1.[OH-:31]>>[CH2:1]([CH3:2])[c:3]1[cH:4][n:5][c:6]([C:21]2=[N:25][C:24]([CH3:26])([CH:27]([CH3:28])[CH3:29])[C:23](=[O:30])[NH:22]2)[c:7]([C:8](=[O:9])[NH:10][CH2:11][CH2:12][CH2:13][CH2:14][CH2:15][C:16](=[O:17])[OH:18])[cH:20]1. Reactants: CN(CCN1C(=O)C=2C=CC=3NC4=CC=C(C=C4C3C2C1=O)OC)C (N-(2-dimethylaminoethyl)-6-methoxycarbazole-3,4-dicarboximide), [H-].[Na+] (sodium hydride), S(=O)(=O)(OC)OC (dimethyl sulfate). The solvent is CN(C=O)C (N,N-dimethylformamide). Run at temperature 40 celsius, time 20 minute. Yields the product CN(CCN1C(=O)C=2C=CC=3N(C4=CC=C(C=C4C3C2C1=O)OC)C)C (N-(2-dimethylaminoethyl)-6-methoxy-9-methylcarbazole-3,4-dicarboximide). Isolated yield 51.3%. Reaction SMILES: [CH3:1][N:2]([CH3:25])[CH2:3][CH2:4][N:5]1[C:21](=[O:22])[C:20]2[C:19]3[C:18]4[C:13](=[CH:14][CH:15]=[C:16]([O:23][CH3:24])[CH:17]=4)[NH:12][C:11]=3[CH:10]=[CH:9][C:8]=2[C:6]1=[O:7].[H-].[Na+].S(OC)(O[CH3:32])(=O)=O>CN(C)C=O>[CH3:1][N:2]([CH3:25])[CH2:3][CH2:4][N:5]1[C:21](=[O:22])[C:20]2[C:19]3[C:18]4[C:13](=[CH:14][CH:15]=[C:16]([O:23][CH3:24])[CH:17]=4)[N:12]([CH3:32])[C:11]=3[CH:10]=[CH:9][C:8]=2[C:6]1=[O:7] |f:1.2|. Procedure details: In 10 ml of N,N-dimethylformamide was dissolved 380 mg of N-(2-dimethylaminoethyl)-6-methoxycarbazole-3,4-dicarboximide. Thereto was added 45 mg of 60% sodium hydride. The mixture was stirred at 40° C. for 20 minutes and then cooled to 20° C. Thereto was added 140 mg of dimethyl sulfate, and the resulting mixture was stirred at the same temperature for 2 hours. The solvent was removed by distillation under reduced pressure. The residue was mixed with 50 ml of ethyl acetate and 25 ml of water to ... Run in CCCCCC (hexane). Product: ClC(=O)C1=C(\C=C/C#N)C=CC=C1 (2-(chloroformyl)-cis-cinnamonitrile). Reaction SMILES: P(Cl)(Cl)(Cl)(Cl)[Cl:2].[N:7]([C:9]1[CH:18]=[CH:17][C:16]2[C:11](=[CH:12][CH:13]=[CH:14][CH:15]=2)[C:10]=1[OH:19])=O>CCCCCC>[Cl:2][C:10]([C:11]1[CH:12]=[CH:13][CH:14]=[CH:15][C:16]=1/[CH:17]=[CH:18]\[C:9]#[N:7])=[O:19]. Procedure details: To a rapidly stirring suspension of phosphorus pentachloride (197.5 g) in dry hexane (3.5 liters) is added 167.0 g (0.964 mole) of 2-nitroso-1-naphthol. The mixture is stirred at room temperature for 1 hour after which it is refluxed for 1 hour, cooled slightly and decanted while hot. The residue is boiled with hexane (3.0 liters) for another hour after which the solution is decanted and combined with the first hexane extract. It is evaporated down to dryness. Yield: 200.0 g (crude). This residu... Reactants: P(Cl)(Cl)(Cl)(Cl)Cl (phosphorus pentachloride), N(=O)C1=C(C2=CC=CC=C2C=C1)O (2-nitroso-1-naphthol). Starting materials: CC(C)(C)OC(=O)CC(O)(CCc1cccc(OCc2ccccc2)c1)C1CCCC1, CO, [Li+], [OH-], O. The product is O=C(O)CC(O)(CCc1cccc(OCc2ccccc2)c1)C1CCCC1. As a reaction SMILES: [C:1]([CH3:2])([CH3:3])([CH3:4])[O:5][C:6]([CH2:7][C:8]([CH2:9][CH2:10][c:11]1[cH:12][c:13]([O:17][CH2:18][c:19]2[cH:20][cH:21][cH:22][cH:23][cH:24]2)[cH:14][cH:15][cH:16]1)([OH:25])[CH:26]1[CH2:27][CH2:28][CH2:29][CH2:30]1)=[O:31].[CH3:34][OH:35].[Li+:32].[OH-:33].[OH2:36]>>[O:5]=[C:6]([CH2:7][C:8]([CH2:9][CH2:10][c:11]1[cH:12][c:13]([O:17][CH2:18][c:19]2[cH:20][cH:21][cH:22][cH:23][cH:24]2)[cH:14][cH:15][cH:16]1)([OH:25])[CH:26]1[CH2:27][CH2:28][CH2:29][CH2:30]1)[OH:31]. Reactants: FC(C(=O)O)(F)F (Trifluoroacetic acid), FC1=C(C=CC=C1F)[C@@H]1CC[C@H](C(N(C1)C1=CC=NC=C1)=O)NC(OC(C)(C)C)=O (tert-butyl (3R,6S)-6-(2,3-difluorophenyl)-2-oxo-1-pyridin-4-ylazepan-3-ylcarbamate). Solvent: ClCCl (dichloromethane). Reaction conditions: time 1 hour. The product is N[C@H]1C(N(C[C@@H](CC1)C1=C(C(=CC=C1)F)F)C1=CC=NC=C1)=O ((3R,6S)-3-Amino-6-(2,3-difluorophenyl)-1-pyridin-4-ylazepan-2-one). As a reaction SMILES: FC(F)(F)C(O)=O.[F:8][C:9]1[C:14]([F:15])=[CH:13][CH:12]=[CH:11][C:10]=1[C@H:16]1[CH2:22][N:21]([C:23]2[CH:28]=[CH:27][N:26]=[CH:25][CH:24]=2)[C:20](=[O:29])[C@H:19]([NH:30]C(=O)OC(C)(C)C)[CH2:18][CH2:17]1>ClCCl>[NH2:30][C@@H:19]1[CH2:18][CH2:17][C@@H:16]([C:10]2[CH:11]=[CH:12][CH:13]=[C:14]([F:15])[C:9]=2[F:8])[CH2:22][N:21]([C:23]2[CH:24]=[CH:25][N:26]=[CH:27][CH:28]=2)[C:20]1=[O:29]. Reported procedure: Trifluoroacetic acid (2 mL) was added to a solution of tert-butyl (3R,6S)-6-(2,3-difluorophenyl)-2-oxo-1-pyridin-4-ylazepan-3-ylcarbamate (55 mg, 0.132 mmol) in dichloromethane (2 mL). After 1 h, the solution was concentrated. Saturated aqueous sodium bicarbonate solution was added and the mixture was extracted with dichloromethane (3×). The combined organic extracts were washed with saturated brine, dried over magnesium sulfate, filtered and concentrated. MS 318.2 (M+1). The reactants are CC(=O)C(CC#CC1(O)CCCCCCC1)CCCCCCC(=O)O, CCCCCC(O)C#CCC(CCCCCCC(=O)O)C(C)=O. Product: CC(=O)C(CCCCCCC(=O)O)CCCC1(O)CCCCCCC1. As a reaction SMILES: [C:1]([CH3:2])(=[O:3])[CH:4]([CH2:5][CH2:6][CH2:7][CH2:8][CH2:9][CH2:10][C:11](=[O:12])[OH:13])[CH2:14][C:15]#[C:16][C:17]1([OH:25])[CH2:18][CH2:19][CH2:20][CH2:21][CH2:22][CH2:23][CH2:24]1.[C:26]([CH:27]([CH2:28][C:29]#[C:30][CH:31]([OH:32])[CH2:33][CH2:34][CH2:35][CH2:36][CH3:37])[CH2:38][CH2:39][CH2:40][CH2:41][CH2:42][CH2:43][C:44]([OH:45])=[O:46])(=[O:47])[CH3:48]>>[C:1]([CH3:2])(=[O:3])[CH:4]([CH2:5][CH2:6][CH2:7][CH2:8][CH2:9][CH2:10][C:11](=[O:12])[OH:13])[CH2:14][CH2:15][CH2:16][C:17]1([OH:25])[CH2:18][CH2:19][CH2:20][CH2:21][CH2:22][CH2:23][CH2:24]1.